From a dataset of the Open Reaction Database (ORD), a public repository of structured organic reaction records. describe an organic reaction: reactants, conditions, products, and yield Starting materials: [OH-].[Na+] (sodium hydroxide), OO (hydrogen peroxide), C(#N)C=1C=CC=C2C(CCOC12)C(=O)N(C1=CC=C(C=C1)C(C)C)CC1=CC=C(C=C1)N(C)C (8-Cyano-N-[(4-dimethylaminophenyl)methyl]-N-(4-isopropylphenyl)chroman-4-carboxamide). Run in CC(=O)C (acetone). Yields the product C(N)(=O)C=1C=CC=C2C(CCOC12)C(=O)N(C1=CC=C(C=C1)C(C)C)CC1=CC=C(C=C1)N(C)C (8-carbamoyl-N-[(4-dimethylaminophenyl)methyl]-N-(4-isopropylphenyl)chroman-4-carboxamide). Reaction SMILES: [C:1]([C:3]1[CH:4]=[CH:5][CH:6]=[C:7]2[C:12]=1[O:11][CH2:10][CH2:9][CH:8]2[C:13]([N:15]([CH2:25][C:26]1[CH:31]=[CH:30][C:29]([N:32]([CH3:34])[CH3:33])=[CH:28][CH:27]=1)[C:16]1[CH:21]=[CH:20][C:19]([CH:22]([CH3:24])[CH3:23])=[CH:18][CH:17]=1)=[O:14])#[N:2].[OH-:35].[Na+].OO>CC(C)=O>[C:1]([C:3]1[CH:4]=[CH:5][CH:6]=[C:7]2[C:12]=1[O:11][CH2:10][CH2:9][CH:8]2[C:13]([N:15]([CH2:25][C:26]1[CH:31]=[CH:30][C:29]([N:32]([CH3:34])[CH3:33])=[CH:28][CH:27]=1)[C:16]1[CH:21]=[CH:20][C:19]([CH:22]([CH3:24])[CH3:23])=[CH:18][CH:17]=1)=[O:14])(=[O:35])[NH2:2] |f:1.2|. Procedure details: 8-Cyano-N-[(4-dimethylaminophenyl)methyl]-N-(4-isopropylphenyl)chroman-4-carboxamide (0.9 g) was dissolved in acetone (12.8 mL), and 1 mol/L-aqueous sodium hydroxide solution (6.4 mL) and 30% aqueous hydrogen peroxide (3.8 mL) were added. The mixture was heated under reflux for 2 hr. The reaction mixture was partitioned between water and ethyl acetate. The organic layer was washed with saturated brine and dried over magnesium sulfate. The solvent was evaporated, and the residue was purified by s... Starting materials: Cl.NO (hydroxylamine hydrochloride), FC=1C=CC2=C(C(N(CC=3N2C=NC3C#N)C)=O)C1 (8-fluoro-5,6-dihydro-5-methyl-6-oxo-4H-imidazo[1,5-a][1,4]benzodiazepine-3-carbonitrile), C[O-].[Na+] (sodium methylate), [Na] (sodium). Run in CO (methanol). Conditions: time 24 hour. Product: FC=1C=CC2=C(C(N(CC=3N2C=NC3C(N)=NO)C)=O)C1 (8-fluoro-5,6-dihydro-5-methyl-6-oxo-4H-imidazo[1,5-a][1,4]benzodiazepine-3-carboxamidoxime). The yield is 67.4%. RXN SMILES: Cl.[NH2:2][OH:3].[F:4][C:5]1[CH:6]=[CH:7][C:8]2[N:14]3[CH:15]=[N:16][C:17]([C:18]#[N:19])=[C:13]3[CH2:12][N:11]([CH3:20])[C:10](=[O:21])[C:9]=2[CH:22]=1.C[O-].[Na+].[Na]>CO>[F:4][C:5]1[CH:6]=[CH:7][C:8]2[N:14]3[CH:15]=[N:16][C:17]([C:18](=[N:2][OH:3])[NH2:19])=[C:13]3[CH2:12][N:11]([CH3:20])[C:10](=[O:21])[C:9]=2[CH:22]=1 |f:0.1,3.4,^1:25|. Procedure details: 6.2 g (89.2 mmol) of hydroxylamine hydrochloride and 16.3 g (63.6 mmol) of 8-fluoro-5,6-dihydro-5-methyl-6-oxo-4H-imidazo[1,5-a][1,4]benzodiazepine-3-carbonitrile were added in succession at room temperature under argon to a sodium methylate solution which had been prepared in the usual manner from 2.0 g (86.9 mmol) of sodium and 85 ml of methanol. The reaction mixture was stirred at room temperature for 24 hrs. and then cooled in an ice bath. The separated crystals were filtered off and tritura... The reactants are O=C([O-])[O-], CB1OB(C)OB(C)O1, CN(C)C=O, CCOC(C)=O, [Cs+], [Cs+], COc1nc(N)c([N+](=O)[O-])cc1I, O, c1ccc(P(c2ccccc2)(c2ccccc2)[Pd](P(c2ccccc2)(c2ccccc2)c2ccccc2)(P(c2ccccc2)(c2ccccc2)c2ccccc2)P(c2ccccc2)(c2ccccc2)c2ccccc2)cc1. Product: COc1nc(N)c([N+](=O)[O-])cc1C. As a reaction SMILES: [C:23](=[O:24])([O-:25])[O-:26].[CH3:14][B:15]1[O:16][B:17]([CH3:18])[O:19][B:20]([CH3:21])[O:22]1.[CH3:29][N:30]([CH3:31])[CH:32]=[O:33].[CH3:34][CH2:35][O:36][C:37](=[O:38])[CH3:39].[Cs+:27].[Cs+:28].[I:1][c:2]1[cH:3][c:4]([N+:11](=[O:12])[O-:13])[c:5]([NH2:10])[n:6][c:7]1[O:8][CH3:9].[OH2:40].[cH:41]1[cH:42][cH:43][c:44]([P:45]([Pd:46]([P:47]([c:48]2[cH:49][cH:50][cH:51][cH:52][cH:53]2)([c:54]2[cH:55][cH:56][cH:57][cH:58][cH:59]2)[c:60]2[cH:61][cH:62][cH:63][cH:64][cH:65]2)([P:66]([c:67]2[cH:68][cH:69][cH:70][cH:71][cH:72]2)([c:73]2[cH:74][cH:75][cH:76][cH:77][cH:78]2)[c:79]2[cH:80][cH:81][cH:82][cH:83][cH:84]2)[P:85]([c:86]2[cH:87][cH:88][cH:89][cH:90][cH:91]2)([c:92]2[cH:93][cH:94][cH:95][cH:96][cH:97]2)[c:98]2[cH:99][cH:100][cH:101][cH:102][cH:103]2)([c:104]2[cH:105][cH:106][cH:107][cH:108][cH:109]2)[c:110]2[cH:111][cH:112][cH:113][cH:114][cH:115]2)[cH:116][cH:117]1>>[c:2]1([CH3:14])[cH:3][c:4]([N+:11](=[O:12])[O-:13])[c:5]([NH2:10])[n:6][c:7]1[O:8][CH3:9].